This data is from the Open Reaction Database (ORD), a public repository of structured organic reaction records. The task is: describe an organic reaction: reactants, conditions, products, and yield The reactants are SCCCC(=O)O (4-mercaptobutyric acid), [H-].[Na+] (sodium hydride), C(C)OCCO (2-ethoxyethanol), NC1=NC(=CC=C1)Br (2-amino-6-bromopyridine). Product: NC1=CC=CC(=N1)SCCCC(=O)O (4-(6-aminopyrid-2-ylthio)butyric acid). The yield is 62.9%. As a reaction SMILES: [SH:1][CH2:2][CH2:3][CH2:4][C:5]([OH:7])=[O:6].[H-].[Na+].C(OCCO)C.[NH2:16][C:17]1[CH:22]=[CH:21][CH:20]=[C:19](Br)[N:18]=1>>[NH2:16][C:17]1[N:18]=[C:19]([S:1][CH2:2][CH2:3][CH2:4][C:5]([OH:7])=[O:6])[CH:20]=[CH:21][CH:22]=1 |f:1.2|. Procedure: A mixture of 4-mercaptobutyric acid (0.72 g.) a 50% w/w dispersion of sodium hydride in mineral oil (0.58 g.) and 2-ethoxyethanol (5 ml.) was treated with 2-amino-6-bromopyridine (0.35 g.) and the mixture was heated under reflux for 18 hours and then evaporated to dryness. The residue was partitioned between water and EtOAc and the aqueous phase was neutralised with HOAc. The precipitated yellow solid was collected to give 4-(6-aminopyrid-2-ylthio)butyric acid (0.27 g.) which was used without fu... Reactants: OC1=C(C=C(C=O)C=C1C(C)(C)C)C(C)(C)C (4-hydroxy-3,5-di-tert.-butylbenzaldehyde), 5g, 3A, N[C@H]1[C@@H]2N(C(=C(CS2)CSC2=NN=NN2C)C(=O)O)C1=O (7β-amino-3-(1-methyl-1H-tetrazol-5-yl)thiomethyl-3-cephem-4-carboxylic acid), C1(CCCCC1)NC1CCCCC1 (dicyclohexylamine), C(C)(C)OC(C)C (isopropylether). Solvent: C(Cl)(Cl)Cl (chloroform), CO (methanol). Conditions: time 1 hour. Yields the product OC1=C(C=C(C=N[C@H]2[C@@H]3N(C(=C(CS3)CSC3=NN=NN3C)C(=O)[O-])C2=O)C=C1C(C)(C)C)C(C)(C)C.C1(CCCCC1)[NH2+]C1CCCCC1 (dicyclohexylammonium 7β-(4-hydroxy-3,5-di-tert.-butylbenzylideneamino)-3-(1-methyl-1H-tetrazol-5-yl)thiomethyl-3-cephem-4-carboxylate). Isolated yield 97.1%. RXN SMILES: [NH2:1][C@@H:2]1[C:20](=[O:21])[N:4]2[C:5]([C:17]([OH:19])=[O:18])=[C:6]([CH2:9][S:10][C:11]3[N:15]([CH3:16])[N:14]=[N:13][N:12]=3)[CH2:7][S:8][C@H:3]12.[CH:22]1([NH:28][CH:29]2[CH2:34][CH2:33][CH2:32][CH2:31][CH2:30]2)[CH2:27][CH2:26][CH2:25][CH2:24][CH2:23]1.[OH:35][C:36]1[C:43]([C:44]([CH3:47])([CH3:46])[CH3:45])=[CH:42][C:39]([CH:40]=O)=[CH:38][C:37]=1[C:48]([CH3:51])([CH3:50])[CH3:49].C(OC(C)C)(C)C>CO.C(Cl)(Cl)Cl>[OH:35][C:36]1[C:43]([C:44]([CH3:46])([CH3:45])[CH3:47])=[CH:42][C:39]([CH:40]=[N:1][C@@H:2]2[C:20](=[O:21])[N:4]3[C:5]([C:17]([O-:19])=[O:18])=[C:6]([CH2:9][S:10][C:11]4[N:15]([CH3:16])[N:14]=[N:13][N:12]=4)[CH2:7][S:8][C@H:3]23)=[CH:38][C:37]=1[C:48]([CH3:51])([CH3:50])[CH3:49].[CH:29]1([NH2+:28][CH:22]2[CH2:23][CH2:24][CH2:25][CH2:26][CH2:27]2)[CH2:30][CH2:31][CH2:32][CH2:33][CH2:34]1 |f:6.7|. Reported procedure: To a suspension of 3.28g of 7β-amino-3-(1-methyl-1H-tetrazol-5-yl)thiomethyl-3-cephem-4-carboxylic acid in 60 ml of methanol was added 1.81g of dicyclohexylamine and stirred for 1 hour, and then 2.40g of 4-hydroxy-3,5-di-tert.-butylbenzaldehyde, 20 ml of chloroform and 5g of molecular sieve 3A were added to the mixture and stirring was continued for further 5 hours. After filtration of the reaction mixture, the filtrate was concentrated to dryness under reduced pressure. The residue was extracte...